From a dataset of the Open Reaction Database (ORD), a public repository of structured organic reaction records. describe an organic reaction: reactants, conditions, products, and yield Reactants: C(C1=CC=CC=C1)OCCCO (3-(benzyloxy)propanol), N1=CC=CC=C1 (pyridine), ClC(=O)OCCl (chloromethyl chloroformate). The solvent is C(C)OCC (diethyl ether), C(C)OCC (diethyl ether). Run at time 15 hour. The product is C(OCCCOCC1=CC=CC=C1)(OCCl)=O ([3-(benzyloxy)propyl] chloromethyl carbonate). Reaction SMILES: [CH2:1]([O:8][CH2:9][CH2:10][CH2:11][OH:12])[C:2]1[CH:7]=[CH:6][CH:5]=[CH:4][CH:3]=1.N1C=CC=CC=1.Cl[C:20]([O:22][CH2:23][Cl:24])=[O:21]>C(OCC)C>[C:20](=[O:21])([O:22][CH2:23][Cl:24])[O:12][CH2:11][CH2:10][CH2:9][O:8][CH2:1][C:2]1[CH:7]=[CH:6][CH:5]=[CH:4][CH:3]=1. Procedure details: To a solution of 3-(benzyloxy)propanol (synthesized by a procedure described in Wei et al., J. Org. Chem, 54, 5768-5774 (1989):15.1 g) and pyridine (7.18 g) in diethyl ether (150 ml), a solution of chloromethyl chloroformate (11.7 g) in diethyl ether (50 ml) was added dropwise under ice cooling over the period of 20 minutes. After stirring at room temperature for 15 hours, the resulting solid was removed off by filtration and washed with ethyl acetate (100 ml). The filtrate and the washings were... The reactants are O=C([O-])O, CN1CCCC1=O, [Cl-], NC1CCC(=Cc2ccc(Cl)cc2Cl)CC1, CCc1nccc(Cl)c1Cl, [NH4+], [Na+]. The product is CCc1nccc(NC2CCC(=Cc3ccc(Cl)cc3Cl)CC2)c1Cl. Reaction SMILES: [C:29](=[O:30])([OH:31])[O-:32].[CH3:34][N:35]1[CH2:36][CH2:37][CH2:38][C:39]1=[O:40].[Cl-:27].[Cl:11][c:12]1[c:13]([CH:14]=[C:15]2[CH2:16][CH2:17][CH:18]([NH2:21])[CH2:19][CH2:20]2)[cH:22][cH:23][c:24]([Cl:26])[cH:25]1.[Cl:1][c:2]1[c:3]([CH2:9][CH3:10])[n:4][cH:5][cH:6][c:7]1[Cl:8].[NH4+:28].[Na+:33]>>[Cl:1][c:2]1[c:3]([CH2:9][CH3:10])[n:4][cH:5][cH:6][c:7]1[NH:21][CH:18]1[CH2:17][CH2:16][C:15](=[CH:14][c:13]2[c:12]([Cl:11])[cH:25][c:24]([Cl:26])[cH:23][cH:22]2)[CH2:20][CH2:19]1. Reactants: Cl.CC=1C=C(C=2C=NNC2C1)N (6-Methyl-1H-indazol-4-amine hydrochloride), IC=1C=C(C(=O)OCC2=CC=CC=C2)C=CC1 (phenylmethyl 3-iodobenzoate), C([O-])([O-])=O.[K+].[K+] (potassium carbonate), CN[C@H]1[C@@H](CCCC1)NC (trans-N,N′-dimethyl-1,2-cyclohexanediamine). The reagents and catalysts are [Cu]I (copper (I) iodide). The solvent is CN(C)C=O (DMF), C(C)(=O)OCC (ethyl acetate), O (water). Product: NC1=C2C=NN(C2=CC(=C1)C)C=1C=C(C(=O)OCC2=CC=CC=C2)C=CC1 (Phenylmethyl 3-(4-amino-6-methyl-1H-indazol-1-yl)benzoate). The yield is 32.3%. As a reaction SMILES: Cl.[CH3:2][C:3]1[CH:4]=[C:5]([NH2:12])[C:6]2[CH:7]=[N:8][NH:9][C:10]=2[CH:11]=1.I[C:14]1[CH:15]=[C:16]([CH:27]=[CH:28][CH:29]=1)[C:17]([O:19][CH2:20][C:21]1[CH:26]=[CH:25][CH:24]=[CH:23][CH:22]=1)=[O:18].C(=O)([O-])[O-].[K+].[K+].CN[C@@H]1CCCC[C@H]1NC>CN(C=O)C.[Cu]I.C(OCC)(=O)C.O>[NH2:12][C:5]1[CH:4]=[C:3]([CH3:2])[CH:11]=[C:10]2[C:6]=1[CH:7]=[N:8][N:9]2[C:14]1[CH:15]=[C:16]([CH:27]=[CH:28][CH:29]=1)[C:17]([O:19][CH2:20][C:21]1[CH:22]=[CH:23][CH:24]=[CH:25][CH:26]=1)=[O:18] |f:0.1,3.4.5|. Reported procedure: 6-Methyl-1H-indazol-4-amine hydrochloride (0.5 g, 2.7 mmol), phenylmethyl 3-iodobenzoate (0.9 g, 2.6 mmol), copper (I) iodide (14 mg, 0.07 mmol), potassium carbonate (1.2 g, 8.68 mmol) and trans-N,N′-dimethyl-1,2-cyclohexanediamine (20 mg, 0.14 mmol) were heated together in DMF (5 mL) at reflux overnight. The mixture was cooled, poured into a mixture of water and ethyl acetate and filtered through celite. The organic phase was separated, combined with a second ethyl acetate extract, washed succe... Starting materials: O(C1=CC=CC=C1)C1CCC2=CC(=CC=C12)C(=O)OC (methyl 1-phenoxy-2,3-dihydro-1H-indene-5-carboxylate), O.[OH-].[Li+] (lithium hydroxide monohydrate). Run in O1CCCC1 (tetrahydrofuran), CO (methanol), O (water). Run at time 2 hour. Product: O(C1=CC=CC=C1)C1CCC2=CC(=CC=C12)C(=O)O (1-phenoxy-2,3-dihydro-1H-indene-5-carboxylic acid). The yield is 92.4%. As a reaction SMILES: [O:1]([CH:8]1[C:16]2[C:11](=[CH:12][C:13]([C:17]([O:19]C)=[O:18])=[CH:14][CH:15]=2)[CH2:10][CH2:9]1)[C:2]1[CH:7]=[CH:6][CH:5]=[CH:4][CH:3]=1.O.[OH-].[Li+]>O1CCCC1.CO.O>[O:1]([CH:8]1[C:16]2[C:11](=[CH:12][C:13]([C:17]([OH:19])=[O:18])=[CH:14][CH:15]=2)[CH2:10][CH2:9]1)[C:2]1[CH:7]=[CH:6][CH:5]=[CH:4][CH:3]=1 |f:1.2.3|. Reported procedure: To a solution of methyl 1-phenoxy-2,3-dihydro-1H-indene-5-carboxylate (400 mg, 1.49 mmol) in tetrahydrofuran, methanol and water (3:1:1, 20 mL) was added lithium hydroxide monohydrate (377 mg, 8.98 mmol). The mixture was stirred at room temperature for 2 hours. The mixture was concentrated in vacuo and quenched with hydrochloric acid aqueous (1N, 15 mL). Then the mixture was concentrated to give 1-phenoxy-2,3-dihydro-1H-indene-5-carboxylic acid (350 mg, 92%) as white solid. LRMS (M+H)− m/z: calc... The reactants are N1C=CC=2C(=CC=CC12)C(=O)O (indole-4-carboxylic acid), [N+](=[N-])=C (diazomethane), [N+](=[N-])=C (diazomethane). The solvent is CCOCC (ether). Conditions: temperature 0 celsius, time 0.5 hour. Yields the product COC(=O)C1=C2C=CNC2=CC=C1 (4-methoxycarbonylindole). The yield is 101.1%. RXN SMILES: [NH:1]1[C:9]2[CH:8]=[CH:7][CH:6]=[C:5]([C:10]([OH:12])=[O:11])[C:4]=2[CH:3]=[CH:2]1.[N+](=[CH2:15])=[N-]>CCOCC>[CH3:15][O:11][C:10]([C:5]1[CH:6]=[CH:7][CH:8]=[C:9]2[C:4]=1[CH:3]=[CH:2][NH:1]2)=[O:12]. Procedure: To a 0° C. solution of indole-4-carboxylic acid (1.00 g, 6.21 mmol) in ether (60 mL) was added diazomethane (0.3M solution in ether, 24.8 mL, 7.45 mmol) and the reaction mixture was stirred for 0.5 hours at 0° C. An additional 20 mL of diazomethane solution was then added and stirring was continued for 1 hour at 0° C. The reaction mixture was quenched with formic acid (1.0 mL) and concentrated in vacuo to give 4-methoxycarbonylindole (1.1 g) as an off white powder. Starting materials: O (water), C(C)(C)(C)OC(N[C@H]1CN(CCC1)C1=C2C(=NC(=C1)C)N(C(N2)=O)CC2=C(C=C(C=C2)OC)OC)=O ((R)-1-[3-(2,4-dimethoxybenzyl)-5-methyl-2-oxo-2,3-dihydro-1H-imidazo[4,5-b]pyridin-7-yl]piperidine-3-carbamic acid tert-butyl ester), C(#N)C1=C(CBr)C=CC=C1 (2-cyano-benzyl bromide), C([O-])([O-])=O.[K+].[K+] (potassium carbonate). Solvent: CN(C)C=O (DMF). Reaction conditions: time 5 hour. The product is C(C)(C)(C)OC(N[C@H]1CN(CCC1)C1=C2C(=NC(=C1)C)N(C(N2CC2=C(C=CC=C2)C#N)=O)CC2=C(C=C(C=C2)OC)OC)=O ((R)-1-[1-(2 cyanobenzyl)-3-(2,4-dimethoxybenzyl)-5-methyl-2-oxo-2,3-dihydro-1H-imidazo[4,5-b]pyridin-7-yl]piperidine-3-carbamic acid tert-butyl ester). Yield: 97.8%. As a reaction SMILES: [C:1]([O:5][C:6](=[O:36])[NH:7][C@@H:8]1[CH2:13][CH2:12][CH2:11][N:10]([C:14]2[CH:19]=[C:18]([CH3:20])[N:17]=[C:16]3[N:21]([CH2:25][C:26]4[CH:31]=[CH:30][C:29]([O:32][CH3:33])=[CH:28][C:27]=4[O:34][CH3:35])[C:22](=[O:24])[NH:23][C:15]=23)[CH2:9]1)([CH3:4])([CH3:3])[CH3:2].C(=O)([O-])[O-].[K+].[K+].[C:43]([C:45]1[CH:52]=[CH:51][CH:50]=[CH:49][C:46]=1[CH2:47]Br)#[N:44].O>CN(C=O)C>[C:1]([O:5][C:6](=[O:36])[NH:7][C@@H:8]1[CH2:13][CH2:12][CH2:11][N:10]([C:14]2[CH:19]=[C:18]([CH3:20])[N:17]=[C:16]3[N:21]([CH2:25][C:26]4[CH:31]=[CH:30][C:29]([O:32][CH3:33])=[CH:28][C:27]=4[O:34][CH3:35])[C:22](=[O:24])[N:23]([CH2:47][C:46]4[CH:49]=[CH:50][CH:51]=[CH:52][C:45]=4[C:43]#[N:44])[C:15]=23)[CH2:9]1)([CH3:3])([CH3:4])[CH3:2] |f:1.2.3|. Reported procedure: 1.03 g (R)-1-[3-(2,4-dimethoxybenzyl)-5-methyl-2-oxo-2,3-dihydro-1H-imidazo[4,5-b]pyridin-7-yl]piperidine-3-carbamic acid tert-butyl ester (2.07 mmol) was dissolved in 5 mL DMF. 0.57 g potassium carbonate (4.14 mmol) was added, and then 0.45 g 2-cyano-benzyl bromide (2.28 mmol) was added. The reaction solution was stirred for 5 h at room temperature, and slowly poured into 100 mL water to precipitate a solid, filtrated, and dried to afford 1.24 g crude product with a yield of 97.9%. Starting materials: C(C)(=O)O[BH-](OC(C)=O)OC(C)=O.[Na+] (Sodium triacetoxyborohydride), N1CC(C1)N1N=C(C=2C1=NC=NC2N)C2=CC=C(C=C2)OC2=CC=CC=C2 (1-(3-azetanyl)-3-(4-phenoxyphenyl)-1H-pyrazolo[3,4-d]pyrimidin-4-amine), CN1CCC(CC1)=O (1-methyl-4-piperidinone), C(C)(=O)O (acetic acid). Run in ClC(C)Cl (dichloroethane). Product: CN1CCC(CC1)N1CC(C1)N1N=C(C=2C1=NC=NC2N)C2=CC=C(C=C2)OC2=CC=CC=C2 (1-[1-(1-methyl-4-piperidyl)-3-azetanyl]-3-(4-phenoxyphenyl)-1H-pyrazolo[3,4-d]pyrimidin-4-amine). Yield: 37.6%. As a reaction SMILES: [NH:1]1[CH2:4][CH:3]([N:5]2[C:9]3=[N:10][CH:11]=[N:12][C:13]([NH2:14])=[C:8]3[C:7]([C:15]3[CH:20]=[CH:19][C:18]([O:21][C:22]4[CH:27]=[CH:26][CH:25]=[CH:24][CH:23]=4)=[CH:17][CH:16]=3)=[N:6]2)[CH2:2]1.[CH3:28][N:29]1[CH2:34][CH2:33][C:32](=O)[CH2:31][CH2:30]1.C(O)(=O)C.C(O[BH-](OC(=O)C)OC(=O)C)(=O)C.[Na+]>ClC(Cl)C>[CH3:28][N:29]1[CH2:34][CH2:33][CH:32]([N:1]2[CH2:2][CH:3]([N:5]3[C:9]4=[N:10][CH:11]=[N:12][C:13]([NH2:14])=[C:8]4[C:7]([C:15]4[CH:16]=[CH:17][C:18]([O:21][C:22]5[CH:27]=[CH:26][CH:25]=[CH:24][CH:23]=5)=[CH:19][CH:20]=4)=[N:6]3)[CH2:4]2)[CH2:31][CH2:30]1 |f:3.4|. Procedure details: A mixture of 1-(3-azetanyl)-3-(4-phenoxyphenyl)-1H-pyrazolo[3,4-d]pyrimidin-4-amine (0.06 g, 0.00017 mol), 1-methyl-4-piperidinone (0.057 g, 0.0005 mol), and acetic acid (0.03 g, 0.0005 mol) in dichloroethane (2.5 mL) was stirred at room temperature under an atmosphere of nitrogen for one and a half hours. Sodium triacetoxyborohydride (0.072 g, 0.00034 mol) was added to the mixture and stirred at ambient temperature under an atmosphere of nitrogen for two hours. The solvent was removed under red... Product: COCC(C)Oc1cc(Oc2ccc3c(c2)OCCN(C)S3(=O)=O)cc(C(=O)O)c1. As a reaction SMILES: [C:32](=[O:33])([O-:34])[O-:35].[CH3:38][C:39]#[N:40].[F:17][c:18]1[cH:19][cH:20][c:21]2[c:22]([cH:31]1)[O:23][CH2:24][CH2:25][N:26]([CH3:30])[S:27]2(=[O:28])=[O:29].[K+:36].[K+:37].[OH:1][c:2]1[cH:3][c:4]([C:5](=[O:6])[OH:7])[cH:8][c:9]([O:11][CH:12]([CH2:13][O:14][CH3:15])[CH3:16])[cH:10]1>>[O:1]([c:2]1[cH:3][c:4]([C:5](=[O:6])[OH:7])[cH:8][c:9]([O:11][CH:12]([CH2:13][O:14][CH3:15])[CH3:16])[cH:10]1)[c:18]1[cH:19][cH:20][c:21]2[c:22]([cH:31]1)[O:23][CH2:24][CH2:25][N:26]([CH3:30])[S:27]2(=[O:28])=[O:29]. The reactants are O=C([O-])[O-], CC#N, CN1CCOc2cc(F)ccc2S1(=O)=O, [K+], [K+], COCC(C)Oc1cc(O)cc(C(=O)O)c1. Reactants: CCOC(CN)OCC, C1CCOC1, S=C=S. Product: CCOC(CN=C=S)OCC. RXN SMILES: [CH2:4]([CH3:5])[O:6][CH:7]([CH2:8][NH2:9])[O:10][CH2:11][CH3:12].[O:13]1[CH2:14][CH2:15][CH2:16][CH2:17]1.[S:1]=[C:2]=[S:3]>>[C:2](=[S:3])=[N:9][CH2:8][CH:7]([O:6][CH2:4][CH3:5])[O:10][CH2:11][CH3:12]. Starting materials: [BH4-].[Na+] (sodium borohydride), C(O)([O-])=O.[Na+] (sodium hydrogen carbonate), Cl.N[C@H]1[C@@H](C1)C1=CC(=C(C=C1)NC(C1=CC=CC=C1)=O)C (N-[4-(trans-2-aminocyclopropyl)-2-methylphenyl]benzamide hydrochloride), C(O)([O-])=O.[Na+] (sodium hydrogen carbonate), C1(CC1)C=O (cyclopropanecarbaldehyde). Solvent: C1CCOC1 (THF), CO (methanol). Conditions: temperature 0.6 celsius, time 1 hour. Yields the product Cl.C1(CC1)CN[C@H]1[C@@H](C1)C1=CC(=C(C=C1)NC(C1=CC=CC=C1)=O)C (N-(4-{trans-2-[(cyclopropylmethyl)amino]cyclopropyl}-2-methylphenyl)benzamide hydrochloride). RXN SMILES: [ClH:1].[NH2:2][C@@H:3]1[CH2:5][C@H:4]1[C:6]1[CH:11]=[CH:10][C:9]([NH:12][C:13](=[O:20])[C:14]2[CH:19]=[CH:18][CH:17]=[CH:16][CH:15]=2)=[C:8]([CH3:21])[CH:7]=1.C(=O)([O-])O.[Na+].[CH:27]1([CH:30]=O)[CH2:29][CH2:28]1.[BH4-].[Na+]>C1COCC1.CO>[ClH:1].[CH:27]1([CH2:30][NH:2][C@@H:3]2[CH2:5][C@H:4]2[C:6]2[CH:11]=[CH:10][C:9]([NH:12][C:13](=[O:20])[C:14]3[CH:19]=[CH:18][CH:17]=[CH:16][CH:15]=3)=[C:8]([CH3:21])[CH:7]=2)[CH2:29][CH2:28]1 |f:0.1,2.3,5.6,9.10|. Reported procedure: To a solution of N-[4-(trans-2-aminocyclopropyl)-2-methylphenyl]benzamide hydrochloride (90.1 mg) and sodium hydrogen carbonate (50.0 mg) in THF (1.49 mL)/methanol (1.49 mL) was added cyclopropanecarbaldehyde (0.029 mL). The reaction mixture was stirred at 0.60° C. for 1 hr, and ice-cooled to 0° C. and sodium borohydride (22.51 mg) was added. The mixture was stirred at room temperature overnight, and poured into saturated aqueous sodium hydrogen carbonate solution. The reaction mixture was extra...